The task is: describe an organic reaction: reactants, conditions, products, and yield. This data is from the Open Reaction Database (ORD), a public repository of structured organic reaction records. Reactants: CCOC(=O)CC1Cc2cc(C)c(OCCCNc3ccccn3)cc2Cc2ccccc21, CCOC(=O)CC1Cc2ccc(OCCCNc3ccccn3)cc2Cc2ccccc21. Yields the product Cc1cc2c(cc1OCCCNc1ccccn1)Cc1ccccc1C(CC(=O)O)C2. As a reaction SMILES: [CH3:1][c:2]1[cH:3][c:4]2[c:5]([cH:21][c:22]1[O:23][CH2:24][CH2:25][CH2:26][NH:27][c:28]1[n:29][cH:30][cH:31][cH:32][cH:33]1)[CH2:6][c:7]1[c:8]([cH:17][cH:18][cH:19][cH:20]1)[CH:9]([CH2:11][C:12](=[O:13])[O:14][CH2:15][CH3:16])[CH2:10]2.[n:34]1[cH:35][cH:36][cH:37][cH:38][c:39]1[NH:40][CH2:41][CH2:42][CH2:43][O:44][c:45]1[cH:46][cH:47][c:48]2[c:64]([cH:65]1)[CH2:63][c:62]1[c:57]([cH:58][cH:59][cH:60][cH:61]1)[CH:50]([CH2:51][C:52]([O:53][CH2:54][CH3:55])=[O:56])[CH2:49]2>>[CH3:1][c:2]1[cH:3][c:4]2[c:5]([cH:21][c:22]1[O:23][CH2:24][CH2:25][CH2:26][NH:27][c:28]1[n:29][cH:30][cH:31][cH:32][cH:33]1)[CH2:6][c:7]1[c:8]([cH:17][cH:18][cH:19][cH:20]1)[CH:9]([CH2:11][C:12](=[O:13])[OH:14])[CH2:10]2. Starting materials: ClC(Cl)(Cl)Cl, CCCCCCCCCCOc1ccc(C(=O)O)cc1, CN(C)C=O, O=S(Cl)Cl. Product: CCCCCCCCCCOc1ccc(C(=O)Cl)cc1. RXN SMILES: [C:1]([Cl:2])([Cl:3])([Cl:4])[Cl:5].[CH2:10]([CH2:11][CH2:12][CH2:13][CH2:14][CH2:15][CH2:16][CH2:17][CH2:18][CH3:19])[O:20][c:21]1[cH:22][cH:23][c:24]([C:25](=[O:26])[OH:27])[cH:28][cH:29]1.[CH3:30][N:31]([CH3:32])[CH:33]=[O:34].[S:6]([Cl:7])([Cl:8])=[O:9]>>[Cl:2][C:25]([c:24]1[cH:23][cH:22][c:21]([O:20][CH2:10][CH2:11][CH2:12][CH2:13][CH2:14][CH2:15][CH2:16][CH2:17][CH2:18][CH3:19])[cH:29][cH:28]1)=[O:26]. Reactants: NC=1C=C(C(=O)C2=CC=C3CC(NC3=C2)=O)C=CC1 (6-(3-Amino-benzoyl)-1,3-dihydro-indol-2-one), acid chloride, C(C)N1N=CC(=C1C)C(=O)O (1-Ethyl-5-methyl-1H-pyrazole-4-carboxylic acid), S(=O)(Cl)Cl (thionyl chloride). Solvent: C1CCOC1 (THF). Conditions: temperature 79 celsius, time 3 hour. Product: O=C1NC2=CC(=CC=C2C1)C(=O)C=1C=C(C=CC1)NC(=O)C=1C=NN(C1C)CC (1-Ethyl-5-methyl-1H-pyrazole-4-carboxylic acid [3-(2-oxo-2,3-dihydro-1H-indole-6-carbonyl)-phenyl]-amide). Isolated yield 59.2%. Reaction SMILES: [CH2:1]([N:3]1[C:7]([CH3:8])=[C:6]([C:9]([OH:11])=O)[CH:5]=[N:4]1)[CH3:2].S(Cl)(Cl)=O.[NH2:16][C:17]1[CH:18]=[C:19]([CH:32]=[CH:33][CH:34]=1)[C:20]([C:22]1[CH:30]=[C:29]2[C:25]([CH2:26][C:27](=[O:31])[NH:28]2)=[CH:24][CH:23]=1)=[O:21]>C1COCC1>[O:31]=[C:27]1[CH2:26][C:25]2[C:29](=[CH:30][C:22]([C:20]([C:19]3[CH:18]=[C:17]([NH:16][C:9]([C:6]4[CH:5]=[N:4][N:3]([CH2:1][CH3:2])[C:7]=4[CH3:8])=[O:11])[CH:34]=[CH:33][CH:32]=3)=[O:21])=[CH:23][CH:24]=2)[NH:28]1. Reported procedure: A dry flask was charged with 1-Ethyl-5-methyl-1H-pyrazole-4-carboxylic acid (0.159 g, 1.03 mmol) and thionyl chloride (5 mL) and allowed to stir at 79° C. for 3 h. The thionyl chloride was then removed by concentration in vacuo. The crude acid chloride was cooled to room temperature, and then dissolved in THF (10 mL). 6-(3-Amino-benzoyl)-1,3-dihydro-indol-2-one (as prepared in Example 40, 0.260 g, 1.03 mmol) was added to the THF solution of the acid chloride, and the mixture was allowed to reflu... Reactants: CC(C)c1cc(C(C)C)c(-c2ccccc2P(C(C)(C)C)C(C)(C)C)c(C(C)C)c1, O=C([O-])[O-], Cc1ccccc1, CC(=O)N(Cc1cc(C(F)(F)F)cc(C(F)(F)F)c1)C1CCCN(C(=O)OC(C)C)c2cc(Br)ccc21, ClCCl, [Cs+], [Cs+], O=C(C=Cc1ccccc1)C=Cc1ccccc1, O=C(C=Cc1ccccc1)C=Cc1ccccc1, O=C(C=Cc1ccccc1)C=Cc1ccccc1, OCc1ccccc1, [Pd], [Pd]. Yields the product CC(=O)N(Cc1cc(C(F)(F)F)cc(C(F)(F)F)c1)C1CCCN(C(=O)OC(C)C)c2cc(OCc3ccccc3)ccc21. Reaction SMILES: [C:38]([P:39]([C:40]([CH3:41])([CH3:42])[CH3:43])[c:44]1[cH:45][cH:46][cH:47][cH:48][c:49]1-[c:50]1[c:51]([CH:52]([CH3:53])[CH3:54])[cH:55][c:56]([CH:57]([CH3:58])[CH3:59])[cH:60][c:61]1[CH:62]([CH3:63])[CH3:64])([CH3:65])([CH3:66])[CH3:67].[C:68](=[O:69])([O-:70])[O-:71].[CH3:82][c:83]1[cH:84][cH:85][cH:86][cH:87][cH:88]1.[CH:1]([CH3:2])([CH3:3])[O:4][C:5](=[O:6])[N:7]1[c:8]2[c:9]([cH:33][cH:34][c:35]([Br:37])[cH:36]2)[CH:10]([N:14]([CH2:15][c:16]2[cH:17][c:18]([C:26]([F:27])([F:28])[F:29])[cH:19][c:20]([C:22]([F:23])([F:24])[F:25])[cH:21]2)[C:30]([CH3:31])=[O:32])[CH2:11][CH2:12][CH2:13]1.[Cl:89][CH2:90][Cl:91].[Cs+:72].[Cs+:73].[O:112]=[C:113]([CH:114]=[CH:115][c:116]1[cH:117][cH:118][cH:119][cH:120][cH:121]1)[CH:122]=[CH:123][c:124]1[cH:125][cH:126][cH:127][cH:128][cH:129]1.[O:130]=[C:131]([CH:132]=[CH:133][c:134]1[cH:135][cH:136][cH:137][cH:138][cH:139]1)[CH:140]=[CH:141][c:142]1[cH:143][cH:144][cH:145][cH:146][cH:147]1.[O:94]=[C:95]([CH:96]=[CH:97][c:98]1[cH:99][cH:100][cH:101][cH:102][cH:103]1)[CH:104]=[CH:105][c:106]1[cH:107][cH:108][cH:109][cH:110][cH:111]1.[OH:74][CH2:75][c:76]1[cH:77][cH:78][cH:79][cH:80][cH:81]1.[Pd:92].[Pd:93]>>[CH:1]([CH3:2])([CH3:3])[O:4][C:5](=[O:6])[N:7]1[c:8]2[c:9]([cH:33][cH:34][c:35]([O:74][CH2:75][c:76]3[cH:77][cH:78][cH:79][cH:80][cH:81]3)[cH:36]2)[CH:10]([N:14]([CH2:15][c:16]2[cH:17][c:18]([C:26]([F:27])([F:28])[F:29])[cH:19][c:20]([C:22]([F:23])([F:24])[F:25])[cH:21]2)[C:30]([CH3:31])=[O:32])[CH2:11][CH2:12][CH2:13]1. Starting materials: [Al+3], CCOC(=O)CCc1cc(C(C)C)c2[nH]c3c(c2c1)CCOC3(CC)CCO, CCOCC, [H-], [H-], [H-], [H-], [Li+]. Yields the product CCC1(CCO)OCCc2c1[nH]c1c(C(C)C)cc(CCCO)cc21. RXN SMILES: [Al+3:30].[CH2:1]([CH3:2])[C:3]1([CH2:26][CH2:27][OH:28])[O:4][CH2:5][CH2:6][c:7]2[c:8]1[nH:9][c:10]1[c:11]([CH:23]([CH3:24])[CH3:25])[cH:12][c:13]([CH2:16][CH2:17][C:18](=[O:19])[O:20][CH2:21][CH3:22])[cH:14][c:15]21.[CH3:35][CH2:36][O:37][CH2:38][CH3:39].[H-:29].[H-:32].[H-:33].[H-:34].[Li+:31]>>[CH2:1]([CH3:2])[C:3]1([CH2:26][CH2:27][OH:28])[O:4][CH2:5][CH2:6][c:7]2[c:8]1[nH:9][c:10]1[c:11]([CH:23]([CH3:24])[CH3:25])[cH:12][c:13]([CH2:16][CH2:17][CH2:18][OH:19])[cH:14][c:15]21. Starting materials: CN1N=C(C(C(=C1)C1=CC=CC=C1)=O)C1=CC=CC=C1 (1-methyl-3,5-diphenyl-4(1H)-pyridazinone), P12(=S)SP3(=S)SP(=S)(S1)SP(=S)(S2)S3 (P2S5), ice water. The solvent is N1=CC=CC=C1 (pyridine). Run at time 30 minute. Yields the product CN1N=C(C(C(=C1)C1=CC=CC=C1)=S)C1=CC=CC=C1 (1-methyl-3,5-diphenyl-4(1H)-pyridazinethione). Reaction SMILES: [CH3:1][N:2]1[CH:7]=[C:6]([C:8]2[CH:13]=[CH:12][CH:11]=[CH:10][CH:9]=2)[C:5](=O)[C:4]([C:15]2[CH:20]=[CH:19][CH:18]=[CH:17][CH:16]=2)=[N:3]1.P12(SP3(SP(SP(S3)(S1)=S)(=S)S2)=S)=[S:22]>N1C=CC=CC=1>[CH3:1][N:2]1[CH:7]=[C:6]([C:8]2[CH:13]=[CH:12][CH:11]=[CH:10][CH:9]=2)[C:5](=[S:22])[C:4]([C:15]2[CH:20]=[CH:19][CH:18]=[CH:17][CH:16]=2)=[N:3]1. Procedure details: A 1 g. portion of the product of Example 4 was dissolved in 10 ml. of pyridine and heated under reflux for 4 hours with 1 g. of P2S5. The solution was then poured into ice water and stirred for 30 minutes. The precipitate was recovered by filtration and crystallized from hexane-isopropyl alcohol. The yield was 1 g. of 1-methyl-3,5-diphenyl-4(1H)-pyridazinethione, m.p. 122°-23°C., which was identified by infrared, nuclear magnetic resonance and ultraviolet analyses, and by mass spectrometry. Reactants: [N+](=O)([O-])C1=CC=C(C=C1)OC(=O)C=1C2=C(C(=NC1)OC)OC(=C2)CC (2-ethyl-7-methoxyfuro[2,3-c]pyridine-4-carboxylic acid 4-nitrophenyl ester), NC1=C(C=C(C#N)C=C1C)Cl (4-amino-3-chloro-5-methylbenzonitrile). The product is ClC1=C(C(=CC(=C1)C#N)C)NC(=O)C=1C2=C(C(=NC1)OC)OC(=C2)CC (2-Ethyl-7-methoxyfuro[2,3-c]pyridine-4-carboxylic acid (2-chloro-4-cyano-6-methylphenyl)amide). Isolated yield 42.6%. As a reaction SMILES: [N+](C1C=CC(O[C:11]([C:13]2[C:14]3[CH:23]=[C:22]([CH2:24][CH3:25])[O:21][C:15]=3[C:16]([O:19][CH3:20])=[N:17][CH:18]=2)=[O:12])=CC=1)([O-])=O.[NH2:26][C:27]1[C:34]([CH3:35])=[CH:33][C:30]([C:31]#[N:32])=[CH:29][C:28]=1[Cl:36]>>[Cl:36][C:28]1[CH:29]=[C:30]([C:31]#[N:32])[CH:33]=[C:34]([CH3:35])[C:27]=1[NH:26][C:11]([C:13]1[C:14]2[CH:23]=[C:22]([CH2:24][CH3:25])[O:21][C:15]=2[C:16]([O:19][CH3:20])=[N:17][CH:18]=1)=[O:12]. Procedure: Starting from 2-ethyl-7-methoxyfuro[2,3-c]pyridine-4-carboxylic acid 4-nitrophenyl ester (200 mg) and 4-amino-3-chloro-5-methylbenzonitrile (195 mg). Purification by column chromatography on silica eluting with 2% methanol in dichloromethane gave the title compound (92 mg) as a white solid.